From a dataset of the Open Reaction Database (ORD), a public repository of structured organic reaction records. describe an organic reaction: reactants, conditions, products, and yield Starting materials: FC1=CC=C2C=CNC2=C1F (6,7-difluoro-1H-indole), ClC1=NC(=NC=C1)NC1CC(NC(C1)(C)C)(C)C ((4-chloro-pyrimidin-2-yl)-(2,2,6,6-tetramethyl-piperidin-4-yl)-amine), CCCC[N+](CCCC)(CCCC)CCCC.[F-] (TBAF). The product is FC1=CC=C2C(=CNC2=C1F)C1=NC(=NC=C1)NC1CC(NC(C1)(C)C)(C)C ([4-(6,7-Difluoro-1H-indol-3-yl)-pyrimidin-2-yl]-(2,2,6,6-tetramethyl-piperidin-4-yl)-amine). Reaction SMILES: [F:1][C:2]1[C:10]([F:11])=[C:9]2[C:5]([CH:6]=[CH:7][NH:8]2)=[CH:4][CH:3]=1.Cl[C:13]1[CH:18]=[CH:17][N:16]=[C:15]([NH:19][CH:20]2[CH2:25][C:24]([CH3:27])([CH3:26])[NH:23][C:22]([CH3:29])([CH3:28])[CH2:21]2)[N:14]=1.CCCC[N+](CCCC)(CCCC)CCCC.[F-]>>[F:1][C:2]1[C:10]([F:11])=[C:9]2[C:5]([C:6]([C:17]3[CH:18]=[CH:13][N:14]=[C:15]([NH:19][CH:20]4[CH2:25][C:24]([CH3:27])([CH3:26])[NH:23][C:22]([CH3:29])([CH3:28])[CH2:21]4)[N:16]=3)=[CH:7][NH:8]2)=[CH:4][CH:3]=1 |f:2.3|. Procedure details: The title compound was prepared as described in Example 215, starting from SEM-protected 6,7-difluoro-1H-indole and (4-chloro-pyrimidin-2-yl)-(2,2,6,6-tetramethyl-piperidin-4-yl)-amine, followed by cleavage of the SEM-protecting group with TBAF. Yield: 100 mg (27%). Starting materials: C[C@@H](C=O)NC(=O)[C@H](CCC(=O)N)NC(=O)[C@H]([C@@H]1CCNC(=N)N1)NC(=O)N[C@@H](CC(C)C)C(=O)O (elastatinal), C1[C@H]([C@@H]([C@H]([C@@H]([C@H]1N)O[C@@H]2[C@@H]([C@H]([C@@H]([C@H](O2)CN)O)O)N)O[C@H]3[C@@H]([C@@H]([C@H](O3)CO)O[C@@H]4[C@@H]([C@H]([C@@H]([C@@H](O4)CN)O)O)N)O)O)N.OS(=O)(=O)O (neomycin sulfate), CC(C=1C=CC(=C(C1)F)C=2C=CC=CC2)C(=O)O (flurbiprofen), C[C@@H]1C[C@H]2[C@@H]3CCC4=CC(=O)C=C[C@@]4([C@]3([C@H](C[C@@]2([C@]1(C(=O)COP(=O)(O)[O-])O)C)O)F)C.[Na+] (dexamethasone sodium phosphate). Product: C(C(=C)C)(=O)OCCO (2-hydroxyethyl methacrylate). As a reaction SMILES: C[C@H:2](NC([C@@H](NC([C@@H](NC(N[C@H](C(O)=O)CC(C)C)=O)[C@H]1NC(=N)NCC1)=O)CCC(N)=O)=O)[CH:3]=[O:4].[CH3:37][CH:38]([C:52]([OH:54])=[O:53])[C:39]1C=CC(C2C=CC=CC=2)=C(F)C=1.C[C@H]1[C@](O)(C(COP([O-])(O)=O)=O)[C@]2(C)[C@H]([C@H]3[C@](F)([C@@H](O)C2)[C@]2(C)C(=CC(C=C2)=O)CC3)C1.[Na+].C1[C@H](N)[C@@H](O[C@H]2O[C@H](CN)[C@@H](O)[C@H](O)[C@H]2N)[C@H](O[C@@H]2O[C@H](CO)[C@@H](O[C@H]3O[C@@H](CN)[C@@H](O)[C@H](O)[C@H]3N)[C@H]2O)[C@@H](O)[C@@H]1N.OS(O)(=O)=O>>[C:52]([O:54][CH2:2][CH2:3][OH:4])(=[O:53])[C:38]([CH3:37])=[CH2:39] |f:2.3,4.5|. Procedure: A mixture was prepared by combining aprotinin 1 g.; elastatinal 0.1 g.; flurbiprofen 0.1 g.; dexamethasone sodium phosphate 0.1 g.; neomycin sulfate; and physiological saline up to 100 g. A contact lens form the crosslinked polymer of 2-hydroxyethyl methacrylate (38 percent by weight of equilibrium water) was swelled in the given solution for 24 hours. The contact lens was used for the treatment of nonhealing corneal erosions. Within a week after application the reepithalization was sped up. Ext... Starting materials: BrC=1SC=C(N1)C(=O)NC=1C=NN(C1[C@@H]1CC[C@H]([C@H](CO1)F)NC(OC(C)(C)C)=O)C (tert-butyl ((3R,4R,7S)-7-(4-(2-bromothiazole-4-carboxamido)-1-methyl-1H-pyrazol-5-yl)-3-fluorooxepan-4-yl)carbamate), BrC=1SC=C(N1)C(=O)NC=1C=NN(C1[C@@H]1CC[C@H]([C@H](CO1)F)NC(OC(C)(C)C)=O)C (tert-butyl ((3R,4R,7S)-7-(4-(2-bromothiazole-4-carboxamido)-1-methyl-1H-pyrazol-5-yl)-3-fluorooxepan-4-yl)carbamate), ClC1=C(C=CC=C1F)B(O)O ((2-chloro-3-fluorophenyl)boronic acid). Product: N[C@@H]1CC[C@H](OC[C@@H]1F)C1=C(C=NN1C)NC(=O)C=1N=C(SC1)C1=C(C(=CC=C1)F)Cl (N-(5-((2S,5R,6R)-5-amino-6-fluorooxepan-2-yl)-1-methyl-1H-pyrazol-4-yl)-2-(2-chloro-3-fluorophenyl)thiazole-4-carboxamide). As a reaction SMILES: Br[C:2]1[S:3][CH:4]=[C:5]([C:7]([NH:9][C:10]2[CH:11]=[N:12][N:13]([CH3:31])[C:14]=2[C@H:15]2[O:21][CH2:20][C@H:19]([F:22])[C@H:18]([NH:23]C(=O)OC(C)(C)C)[CH2:17][CH2:16]2)=[O:8])[N:6]=1.[Cl:32][C:33]1[C:38]([F:39])=[CH:37][CH:36]=[CH:35][C:34]=1B(O)O>>[NH2:23][C@H:18]1[C@@H:19]([F:22])[CH2:20][O:21][C@H:15]([C:14]2[N:13]([CH3:31])[N:12]=[CH:11][C:10]=2[NH:9][C:7]([C:5]2[N:6]=[C:2]([C:34]3[CH:35]=[CH:36][CH:37]=[C:38]([F:39])[C:33]=3[Cl:32])[S:3][CH:4]=2)=[O:8])[CH2:16][CH2:17]1. Procedure: Following the procedure for Example 101 starting from tert-butyl ((3R,4R,7S)-7-(4-(2-bromothiazole-4-carboxamido)-1-methyl-1H-pyrazol-5-yl)-3-fluorooxepan-4-yl)carbamate (Intermediate 100), and replacing 3,6-dihydro-2H-pyran-4-boronic acid pinacol ester with (2-chloro-3-fluorophenyl)boronic acid gave 250. 1H NMR (400 MHz, DMSO-d6) δ 10.08 (s, 1H), 8.62 (s, 1H), 8.19-8.11 (m, 1H), 7.81 (s, 1H), 7.70-7.57 (m, 2H), 5.02-4.71 (m, 2H), 4.18-3.90 (m, 2H), 3.77 (s, 3H), 3.34-3.18 (m, 1H), 2.20-2.10 (m,... Starting materials: CS(=O)C1=NN2C(C=N1)=CC=C2C2=CC=C(C=C2)S(=O)(=O)C (2-methanesulfinyl-7-(4-methanesulfonyl-phenyl)-pyrrolo[2,1-f][1,2,4]triazine), FC(C=1NC2=C(N1)C=CC(=C2)N)(F)F (2-trifluoromethyl-3H-benzimidazol-5-ylamine). As a reaction SMILES: CS([C:4]1[N:9]=[CH:8][C:7]2=[CH:10][CH:11]=[C:12]([C:13]3[CH:18]=[CH:17][C:16]([S:19]([CH3:22])(=[O:21])=[O:20])=[CH:15][CH:14]=3)[N:6]2[N:5]=1)=O.[F:23][C:24]([F:36])([F:35])[C:25]1[NH:26][C:27]2[CH:33]=[C:32]([NH2:34])[CH:31]=[CH:30][C:28]=2[N:29]=1>>[CH3:22][S:19]([C:16]1[CH:17]=[CH:18][C:13]([C:12]2[N:6]3[C:7]([CH:8]=[N:9][C:4]([NH:34][C:32]4[CH:31]=[CH:30][C:28]5[N:29]=[C:25]([C:24]([F:36])([F:35])[F:23])[NH:26][C:27]=5[CH:33]=4)=[N:5]3)=[CH:10][CH:11]=2)=[CH:14][CH:15]=1)(=[O:21])=[O:20]. Procedure: Following the synthetic and purification procedures described in Example 1293d, 2-methanesulfinyl-7-(4-methanesulfonyl-phenyl)-pyrrolo[2,1-f][1,2,4]triazine (75 mg, 0.22 mmol) was coupled with 2-trifluoromethyl-3H-benzimidazol-5-ylamine (78 mg, 0.38 mmol) at 105° C. for 86 h to afford the title compound. Yield of TFA salt: 34 mg (26%) of brown powder; LC/MS: 473 (M+H); HPLC: 95% pure, RT=2.99 min; 1H NMR: (DMSO, δ) 9.73 (s, 1H), 9.09 (s, 1H), 8.51 (d, J=8.4, 2H), 8.40 (s, 1H), 8.13 (br s, 1H), 8... The product is CS(=O)(=O)C1=CC=C(C=C1)C1=CC=C2C=NC(=NN21)NC2=CC1=C(N=C(N1)C(F)(F)F)C=C2 ([7-(4-Methanesulfonyl-phenyl)-pyrrolo[2,1-f][1,2,4]triazin-2-yl]-(2-trifluoromethyl-3H-benzimidazol-5-yl)-amine). Reactants: COc1ccc2cc(C(C)C(=O)O)ccc2c1, Nc1ccc(Cl)cc1. The reagents and catalysts are COC1=NC(=NC(=N1)Cl)OC (CDMT), CN1CCOCC1 (NMM). Run in CN(C)C=O (DMF), CN(C)C=O (DMF), CN(C)C=O (DMF), CN(C)C=O (DMF), CN(C)C=O (DMF), CN(C)C=O (DMF). Conditions: temperature 25 celsius, time 2 hour. Product: COc1ccc2cc(C(C)C(=O)Nc3ccc(Cl)cc3)ccc2c1. The yield is 76.1%. RXN SMILES: Nc1ccc(Cl)cc1.COc1ccc2cc(C(C)C(=O)O)ccc2c1.COC1=NC(=NC(=N1)Cl)OC.CN1CCOCC1.CN(C)C=O>>COc1ccc2cc(C(C)C(=O)Nc3ccc(Cl)cc3)ccc2c1. Reactants: CC1=NC=2N(C(=C1CO)C1=CC=C(C=C1)C)N=CC2 ((5-methyl-7-p-tolylpyrazolo[1,5-a]pyrimidin-6-yl)methanol), C=1C=C[NH+]=CC1.[O-][Cr](=O)(=O)Cl (PCC). The solvent is C(Cl)Cl (CH2Cl2). Run at time 16 hour. The product is CC1=NC=2N(C(=C1C=O)C1=CC=C(C=C1)C)N=CC2 (5-Methyl-7-p-tolylpyrazolo[1,5-a]pyrimidine-6-carbaldehyde). The yield is 71.5%. RXN SMILES: [CH3:1][C:2]1[C:7]([CH2:8][OH:9])=[C:6]([C:10]2[CH:15]=[CH:14][C:13]([CH3:16])=[CH:12][CH:11]=2)[N:5]2[N:17]=[CH:18][CH:19]=[C:4]2[N:3]=1.C1C=C[NH+]=CC=1.[O-][Cr](Cl)(=O)=O>C(Cl)Cl>[CH3:1][C:2]1[C:7]([CH:8]=[O:9])=[C:6]([C:10]2[CH:11]=[CH:12][C:13]([CH3:16])=[CH:14][CH:15]=2)[N:5]2[N:17]=[CH:18][CH:19]=[C:4]2[N:3]=1 |f:1.2|. Procedure: To a stirred solution of (5-methyl-7-p-tolylpyrazolo[1,5-a]pyrimidin-6-yl)methanol (300 mg, 1.18 mmol) in CH2Cl2 (24 mL) was added PCC (383 mg, 1.78 mmol). The reaction mixture was stirred at room temperature for 16 h. The solvent was evaporated and the residue was purified by silica gel chromatography to give the title compound (212 mg, 71.2%).